This data is from the Open Reaction Database (ORD), a public repository of structured organic reaction records. The task is: describe an organic reaction: reactants, conditions, products, and yield The reactants are NC1=C(C(=O)O)C=CC=C1Cl (2-amino-3-chlorobenzoic acid), C(CC)N1N=NN=C1N (1-propyl-1H-tetrazol-5-amine). The product is ClC=1C=C(C(=O)NC2=NN=NN2CCC)C=CC1 (3-chloro-N-(1-propyl-1-H-tetrazol-5-yl)benzamide). Yield: 65.0%. Reaction SMILES: N[C:2]1[C:10]([Cl:11])=[CH:9][CH:8]=[CH:7][C:3]=1[C:4]([OH:6])=O.[CH2:12]([N:15]1[C:19]([NH2:20])=[N:18][N:17]=[N:16]1)[CH2:13][CH3:14]>>[Cl:11][C:10]1[CH:2]=[C:3]([CH:7]=[CH:8][CH:9]=1)[C:4]([NH:20][C:19]1[N:15]([CH2:12][CH2:13][CH3:14])[N:16]=[N:17][N:18]=1)=[O:6]. Procedure details: Employing 0.25 g (1.5 mmol) of 2-amino-3-chlorobenzoic acid and 0.19 g (1.5 mmol) of 1-propyl-1H-tetrazol-5-amine in the procedure described above and elution with CH2Cl2/MeOH/Et3N (9.4:0.3:0.3) gave the product in 65% yield.